From a dataset of the Open Reaction Database (ORD), a public repository of structured organic reaction records. describe an organic reaction: reactants, conditions, products, and yield Starting materials: [Al+3], C1CCOC1, COC(=O)c1ccc(OC)nc1, CCOCC, [H-], [H-], [H-], [H-], [Li+], [Na+], [OH-], O. Product: COc1ccc(CO)cn1. RXN SMILES: [Al+3:14].[CH2:22]1[O:23][CH2:24][CH2:25][CH2:26]1.[CH3:1][O:2][c:3]1[n:4][cH:5][c:6]([C:7](=[O:8])[O:9][CH3:10])[cH:11][cH:12]1.[CH3:27][CH2:28][O:29][CH2:30][CH3:31].[H-:13].[H-:16].[H-:17].[H-:18].[Li+:15].[Na+:21].[OH-:20].[OH2:19]>>[CH3:1][O:2][c:3]1[n:4][cH:5][c:6]([CH2:7][OH:8])[cH:11][cH:12]1. Starting materials: [BH3-]C#N, O=C([O-])O, CC(=O)[O-], COC(=O)C1CCC=CC1N, CO, CCOC(C)=O, Cl, O=Cc1ccc(F)cc1, [Na+], [Na+], [Na+]. Product: COC(=O)C1CCC=CC1NCc1ccc(F)cc1. Reaction SMILES: [C:27]([BH3-:28])#[N:29].[C:31](=[O:32])([OH:33])[O-:34].[CH3:23][C:24](=[O:25])[O-:26].[CH3:2][O:3][C:4](=[O:5])[CH:6]1[CH:7]([NH2:12])[CH:8]=[CH:9][CH2:10][CH2:11]1.[CH3:36][OH:37].[CH3:38][CH2:39][O:40][C:41](=[O:42])[CH3:43].[ClH:1].[F:13][c:14]1[cH:15][cH:16][c:17]([CH:18]=[O:19])[cH:20][cH:21]1.[Na+:22].[Na+:30].[Na+:35]>>[CH3:2][O:3][C:4](=[O:5])[CH:6]1[CH:7]([NH:12][CH2:18][c:17]2[cH:16][cH:15][c:14]([F:13])[cH:21][cH:20]2)[CH:8]=[CH:9][CH2:10][CH2:11]1. As a reaction SMILES: [F:1][C:2]1[CH:3]=[CH:4][C:5]([C:12]2[C:13]([O:18][CH2:19][C:20]([CH3:23])([CH3:22])[CH3:21])=[N:14][CH:15]=[CH:16][CH:17]=2)=[C:6]2[C:10]=1[C@@H:9]([OH:11])[CH2:8][CH2:7]2.O[C:25]1[CH:38]=[CH:37][C:28]2[C@H:29]([CH2:32][C:33]([O:35][CH3:36])=[O:34])[CH2:30][O:31][C:27]=2[CH:26]=1.BrC1C=CC(F)=C2C=1CC[C@H]2OC1C=CC2[C@H](CC(OC)=O)COC=2C=1>>[F:1][C:2]1[CH:3]=[CH:4][C:5]([C:12]2[C:13]([O:18][CH2:19][C:20]([CH3:23])([CH3:22])[CH3:21])=[N:14][CH:15]=[CH:16][CH:17]=2)=[C:6]2[C:10]=1[C@H:9]([O:11][C:25]1[CH:38]=[CH:37][C:28]3[C@H:29]([CH2:32][C:33]([O:35][CH3:36])=[O:34])[CH2:30][O:31][C:27]=3[CH:26]=1)[CH2:8][CH2:7]2. Yields the product FC=1C=CC(=C2CC[C@H](C12)OC1=CC2=C([C@@H](CO2)CC(=O)OC)C=C1)C=1C(=NC=CC1)OCC(C)(C)C (Methyl 2-((35)-6-((1R)-7-fluoro-4-(2-(neopentyloxy)pyridin-3-yl)-2,3-dihydro-1H-inden-1-yloxy)-2,3-dihydrobenzofuran-3-yl)acetate). Reported procedure: The title compound is prepared from (1S)-7-fluoro-4-(2-(neopentyloxy)pyridin-3-yl)-2,3-dihydro-1H-inden-1-ol and (S)-methyl 2-(6-hydroxy-2,3-dihydrobenzofuran-3-yl)acetate following a procedure analogous to that described in Step 3 of Intermediate 1. LC (method 15): tR=1.32 min. Starting materials: FC=1C=CC(=C2CC[C@@H](C12)O)C=1C(=NC=CC1)OCC(C)(C)C ((1S)-7-fluoro-4-(2-(neopentyloxy)pyridin-3-yl)-2,3-dihydro-1H-inden-1-ol), OC1=CC2=C([C@@H](CO2)CC(=O)OC)C=C1 ((S)-methyl 2-(6-hydroxy-2,3-dihydrobenzofuran-3-yl)acetate), BrC1=C2CC[C@H](C2=C(C=C1)F)OC1=CC2=C([C@@H](CO2)CC(=O)OC)C=C1 (Methyl 2-((S)-6-((R)-4-bromo-7-fluoro-2,3-dihydro-1H-inden-1-yloxy)-2,3-dihydrobenzofuran-3-yl)acetate). Reactants: [n+]1(c(cc(cc1C)C)C)F.[B-](F)(F)(F)F, C1[C@H]([C@H]2[C@@H]([C@@]1(COC(=O)C)O)OC(O2)(C)C)N1C(c2c(C1=O)cccc2)=O. The reagents and catalysts are c1ccc(cc1)-c2c3ccccc3cc4ccccc24 (9-Phenylanthracene). Solvent: C1CCOC1 (THF). Run at temperature 25 celsius, time 18 hour. Yields the product CC(=O)OC[C@@]1(F)C[C@H]([C@@H]2OC(C)(C)O[C@H]12)N3C(=O)c4ccccc4C3=O. Reaction SMILES: [CH3:1][C:2]([O:4][CH2:5][C@:6]1([C@H:15]([C@@H:9]2[C@H:8]([N:16]3[C:25](=[O:26])[c:24]([c:19]4[C:17]3=[O:18])[cH:23][cH:22][cH:21][cH:20]4)[CH2:7]1)[O:14][C:11]([CH3:13])([CH3:12])[O:10]2)O)=[O:3].Cc1cc(C)[n+]([F:27])c(C)c1.F[B-](F)(F)F>>[CH3:1][C:2]([O:4][CH2:5][C@@:6]1([C@H:15]([C@@H:9]2[C@H:8]([N:16]3[C:25](=[O:26])[c:24]([c:19]4[C:17]3=[O:18])[cH:23][cH:22][cH:21][cH:20]4)[CH2:7]1)[O:14][C:11]([CH3:13])([CH3:12])[O:10]2)[F:27])=[O:3]. Starting materials: CCn1c(-c2cccc3ccccc23)nc(F)c1[Si](C)(C)C, CCCC[N+](CCCC)(CCCC)CCCC, C1CCOC1, [F-], O. Product: CCn1cc(F)nc1-c1cccc2ccccc12. Reaction SMILES: [CH2:1]([CH3:2])[n:3]1[c:4](-[c:13]2[cH:14][cH:15][cH:16][c:17]3[cH:18][cH:19][cH:20][cH:21][c:22]23)[n:5][c:6]([F:12])[c:7]1[Si:8]([CH3:9])([CH3:10])[CH3:11].[CH2:25]([N+:26]([CH2:27][CH2:28][CH2:29][CH3:30])([CH2:31][CH2:32][CH2:33][CH3:34])[CH2:35][CH2:36][CH2:37][CH3:38])[CH2:39][CH2:40][CH3:41].[CH2:42]1[O:43][CH2:44][CH2:45][CH2:46]1.[F-:24].[OH2:23]>>[CH2:1]([CH3:2])[n:3]1[c:4](-[c:13]2[cH:14][cH:15][cH:16][c:17]3[cH:18][cH:19][cH:20][cH:21][c:22]23)[n:5][c:6]([F:12])[cH:7]1. Starting materials: C(C)(C)(C)OC(CCN(S(=O)(=O)C=1C=C(C(=O)NC=2SC3=C(C2C(=O)NC2=CC=C(C=C2)CCC2=CC=C(C(=O)OC)C=C2)CCCC3)C=CC1)C)=O (methyl 4-{2-[4-({[2-({3-[(3-tert-butoxy-3-oxopropyl)(methyl)sulfamoyl]benzoyl}amino)-4,5,6,7-tetrahydro-1-benzothiophen-3-yl]carbonyl}amino)phenyl]ethyl}benzoate), FC(C(=O)O)(F)F (trifluoroacetic acid), ClCCl (dichloromethane), [OH-].[Na+] (sodium hydroxide). Run in C(C)O (ethanol). Reaction conditions: time 4 hour. The product is C(=O)(O)CCN(S(=O)(=O)C=1C=C(C(=O)NC=2SC3=C(C2C(=O)NC2=CC=C(C=C2)CCC2=CC=C(C(=O)O)C=C2)CCCC3)C=CC1)C (4-{2-[4-({[2-({3-[(2-carboxyethyl)(methyl)sulfamoyl]benzoyl}amino)-4,5,6,7-tetrahydro-1-benzothiophen-3-yl]carbonyl}amino)phenyl]ethyl}benzoic acid). Isolated yield 74.4%. As a reaction SMILES: C([O:5][C:6](=[O:53])[CH2:7][CH2:8][N:9]([CH3:52])[S:10]([C:13]1[CH:14]=[C:15]([CH:49]=[CH:50][CH:51]=1)[C:16]([NH:18][C:19]1[S:20][C:21]2[CH2:48][CH2:47][CH2:46][CH2:45][C:22]=2[C:23]=1[C:24]([NH:26][C:27]1[CH:32]=[CH:31][C:30]([CH2:33][CH2:34][C:35]2[CH:44]=[CH:43][C:38]([C:39]([O:41]C)=[O:40])=[CH:37][CH:36]=2)=[CH:29][CH:28]=1)=[O:25])=[O:17])(=[O:12])=[O:11])(C)(C)C.FC(F)(F)C(O)=O.ClCCl.[OH-].[Na+]>C(O)C>[C:6]([CH2:7][CH2:8][N:9]([CH3:52])[S:10]([C:13]1[CH:14]=[C:15]([CH:49]=[CH:50][CH:51]=1)[C:16]([NH:18][C:19]1[S:20][C:21]2[CH2:48][CH2:47][CH2:46][CH2:45][C:22]=2[C:23]=1[C:24]([NH:26][C:27]1[CH:32]=[CH:31][C:30]([CH2:33][CH2:34][C:35]2[CH:36]=[CH:37][C:38]([C:39]([OH:41])=[O:40])=[CH:43][CH:44]=2)=[CH:29][CH:28]=1)=[O:25])=[O:17])(=[O:12])=[O:11])([OH:53])=[O:5] |f:3.4|. Procedure details: A mixture of 200 mg of methyl 4-{2-[4-({[2-({3-[(3-tert-butoxy-3-oxopropyl)(methyl)sulfamoyl]benzoyl}amino)-4,5,6,7-tetrahydro-1-benzothiophen-3-yl]carbonyl}amino)phenyl]ethyl}benzoate, 2.0 mL of trifluoroacetic acid, and 2.0 mL of dichloromethane was stirred at room temperature for 4 hours. The reaction mixture was concentrated under reduced pressure, and to the obtained crude product were added 0.50 mL of a 5.0 M aqueous sodium hydroxide solution and 2.0 mL of ethanol, followed by heating and ... Starting materials: ClC1=C(C=CC(=C1)Cl)C1=CC2=C(N(C3=CC=C(C=C23)C2=NN(C(=C2)CO)C)C)N(C1=O)C (3-(2,4-Dichlorophenyl)-6-(5-hydroxymethyl-1-methyl-1H-pyrazol-3-yl)-1,9-dimethyl-1,9-dihydropyrido[2,3-b]indol-2-one), ClC1=C(C=CC(=C1)Cl)C1=CC2=C(N(C3=CC=C(C=C23)C2=NN(C(=C2)CO)C)C)N(C1=O)C (3-(2,4-dichlorophenyl)-6-(5-hydroxymethyl-1-methyl-1H-pyrazol-3-yl)-1,9-dimethyl-1,9-dihydropyrido[2,3-b]indol-2-one), C(C(C)(C)C)(=O)Cl (pivaloyl chloride). Product: ClC1=C(C=CC(=C1)Cl)C1=CC2=C(N(C3=CC=C(C=C23)C=2C=C(N(N2)C)COC(C(C)(C)C)=O)C)N(C1=O)C (2,2-Dimethylpropionic acid 5-[3-(2,4-dichlorophenyl)-1,9-dimethyl-2-oxo-2,9-dihydro-1H-pyrido[2,3-b]indol-6-yl]-2-methyl-2H-pyrazol-3-ylmethyl ester). RXN SMILES: [Cl:1][C:2]1[CH:7]=[C:6]([Cl:8])[CH:5]=[CH:4][C:3]=1[C:9]1[C:30](=[O:31])[N:29]([CH3:32])[C:12]2[N:13]([CH3:28])[C:14]3[C:19]([C:11]=2[CH:10]=1)=[CH:18][C:17]([C:20]1[CH:24]=[C:23]([CH2:25][OH:26])[N:22]([CH3:27])[N:21]=1)=[CH:16][CH:15]=3.[C:33](Cl)(=[O:38])[C:34]([CH3:37])([CH3:36])[CH3:35]>>[Cl:1][C:2]1[CH:7]=[C:6]([Cl:8])[CH:5]=[CH:4][C:3]=1[C:9]1[C:30](=[O:31])[N:29]([CH3:32])[C:12]2[N:13]([CH3:28])[C:14]3[C:19]([C:11]=2[CH:10]=1)=[CH:18][C:17]([C:20]1[CH:24]=[C:23]([CH2:25][O:26][C:33](=[O:38])[C:34]([CH3:37])([CH3:36])[CH3:35])[N:22]([CH3:27])[N:21]=1)=[CH:16][CH:15]=3. Reported procedure: The process is carried out as indicated in Example 70 above, with the compound from Example 82, 3-(2,4-dichlorophenyl)-6-(5-hydroxymethyl-1-methyl-1H-pyrazol-3-yl)-1,9-dimethyl-1,9-dihydropyrido[2,3-b]indol-2-one, and pivaloyl chloride.